Dataset: the Open Reaction Database (ORD), a public repository of structured organic reaction records. Task: describe an organic reaction: reactants, conditions, products, and yield The yield is 43.2%. Procedure: 1.7 mL of trifluoroacetic acid was added to 0.17 g of tert-butyl 4-phenethyl-2-(6-(piperidin-1-yl)pyridine-3-carboxamido)benzoate and stirred at room temperature for 3 hours. The solvent was evaporated under reduced pressure, and hexane and diisopropyl ether were added to the obtained residue and a solid substance was separated by filtration. Ethyl acetate and water were added to the obtained solid substance and pH was adjusted to pH 6.8 with a saturated sodium hydrogen carbonate aqueous solutio... Conditions: time 3 hour. Product: C(CC1=CC=CC=C1)C1=CC(=C(C(=O)O)C=C1)NC(=O)C=1C=NC(=CC1)N1CCCCC1 (4-phenethyl-2-(6-(piperidin-1-yl)pyridine-3-carboxamido)benzoic acid). Starting materials: FC(C(=O)O)(F)F (trifluoroacetic acid), C(CC1=CC=CC=C1)C1=CC(=C(C(=O)OC(C)(C)C)C=C1)NC(=O)C=1C=NC(=CC1)N1CCCCC1 (tert-butyl 4-phenethyl-2-(6-(piperidin-1-yl)pyridine-3-carboxamido)benzoate). As a reaction SMILES: FC(F)(F)C(O)=O.[CH2:8]([C:16]1[CH:28]=[CH:27][C:19]([C:20]([O:22]C(C)(C)C)=[O:21])=[C:18]([NH:29][C:30]([C:32]2[CH:33]=[N:34][C:35]([N:38]3[CH2:43][CH2:42][CH2:41][CH2:40][CH2:39]3)=[CH:36][CH:37]=2)=[O:31])[CH:17]=1)[CH2:9][C:10]1[CH:15]=[CH:14][CH:13]=[CH:12][CH:11]=1>>[CH2:8]([C:16]1[CH:28]=[CH:27][C:19]([C:20]([OH:22])=[O:21])=[C:18]([NH:29][C:30]([C:32]2[CH:33]=[N:34][C:35]([N:38]3[CH2:43][CH2:42][CH2:41][CH2:40][CH2:39]3)=[CH:36][CH:37]=2)=[O:31])[CH:17]=1)[CH2:9][C:10]1[CH:11]=[CH:12][CH:13]=[CH:14][CH:15]=1.